Task: describe an organic reaction: reactants, conditions, products, and yield. Dataset: the Open Reaction Database (ORD), a public repository of structured organic reaction records The reactants are N1CC(OCC1)C1=CC=C(C=C1)O (4-morpholin-2-yl-phenol), C(=O)(OC(C)(C)C)OC(=O)OC(C)(C)C (di-tert-butyl dicarbonate). Solvent: CC#N (CH3CN). Conditions: time 3 day. The product is OC1=CC=C(C=C1)C1CN(CCO1)C(=O)O (2-(4-hydroxy-phenyl)-morpholine-4-carboxylic acid). As a reaction SMILES: [NH:1]1[CH2:6][CH2:5][O:4][CH:3]([C:7]2[CH:12]=[CH:11][C:10]([OH:13])=[CH:9][CH:8]=2)[CH2:2]1.[C:14](OC(OC(C)(C)C)=O)([O:16]C(C)(C)C)=[O:15]>CC#N>[OH:13][C:10]1[CH:11]=[CH:12][C:7]([CH:3]2[O:4][CH2:5][CH2:6][N:1]([C:14]([OH:16])=[O:15])[CH2:2]2)=[CH:8][CH:9]=1. Procedure: A mixture of 4-morpholin-2-yl-phenol (0.99 g; 5.41 mmol) and di-tert-butyl dicarbonate (1.18 g; 5.41 mmol) in CH3CN (50 mL) was stirred at RT for 3 days. Subsequently, the resulting mixture was concentrated in vacuo and the residue was purified by column chromatography (SiO2, CH2Cl2:CH3OH 97:3) to afford 2-(4-hydroxy-phenyl)-morpholine-4-carboxylic acid tort-butyl ester (1.15 g). Reactants: 3.5h, CC(=O)C (acetone), 0.5h, [BH4-].[Na+] (Sodium borohydride), 1h, CC(=CCCC(C(C)=O)C(=O)OCC)C (7-methyl-3-carboethoxy-6-octen-2-one), C(C)(=O)O (acetic acid). The solvent is C(C)O (ethanol). Run at time 15 minute. The product is CC(=CCCC(C(=O)OCC)C(C)O)C (ethyl 2-(4-methyl-3-pentenyl)-3-hydroxybutyrate). As a reaction SMILES: [BH4-].[Na+].[CH3:3][C:4]([CH3:17])=[CH:5][CH2:6][CH2:7][CH:8]([C:12]([O:14][CH2:15][CH3:16])=[O:13])[C:9](=[O:11])[CH3:10].CC(C)=O.C(O)(=O)C>C(O)C>[CH3:17][C:4]([CH3:3])=[CH:5][CH2:6][CH2:7][CH:8]([CH:9]([OH:11])[CH3:10])[C:12]([O:14][CH2:15][CH3:16])=[O:13] |f:0.1|. Procedure details: Sodium borohydride (22.9g, 0.605 mol) was added portionwise over a 1h period to a cold (0° C.) solution of 7-methyl-3-carboethoxy-6-octen-2-one (42.4g, 0.2 mol, which may be prepared as described by Cl. Daessle, H. Favre, and H. Schinz, Helv. Chim. Acta, 40:2278 (1957)) in ethanol (424 mL). The mixture was allowed to rise to 25° C. over a 0.5h period. After the mixture was stirred at 25° C. for 3.5h, acetone (50 mL) was added dropwise over a 15 min period. After stirring the mixture for 15 min, ... Yields the product C(C)OC(CNCCC=C(C1=CC=CC=C1)C1=CC=CC=C1)=O (N-[(4,4-diphenyl)but-3-enyl]glycine ethyl ester). The yield is 57.8%. RXN SMILES: Br[CH2:2][CH2:3][CH:4]=[C:5]([C:12]1[CH:17]=[CH:16][CH:15]=[CH:14][CH:13]=1)[C:6]1[CH:11]=[CH:10][CH:9]=[CH:8][CH:7]=1.Cl.[CH2:19]([O:21][C:22](=[O:25])[CH2:23][NH2:24])[CH3:20].C(=O)([O-])[O-].[K+].[K+].[I-].[K+]>C(#N)C>[CH2:19]([O:21][C:22](=[O:25])[CH2:23][NH:24][CH2:2][CH2:3][CH:4]=[C:5]([C:12]1[CH:17]=[CH:16][CH:15]=[CH:14][CH:13]=1)[C:6]1[CH:11]=[CH:10][CH:9]=[CH:8][CH:7]=1)[CH3:20] |f:1.2,3.4.5,6.7|. Reaction conditions: time 7 hour. The solvent is C(C)#N (acetonitrile). The reactants are BrCCC=C(C1=CC=CC=C1)C1=CC=CC=C1 (4-bromo-1,1-diphenyl-1-butene), Cl.C(C)OC(CN)=O (glycine ethyl ester hydrochloride), C([O-])([O-])=O.[K+].[K+] (potassium carbonate), [I-].[K+] (potassium iodide). Procedure: A mixture of 5.95 g (20.7 mmol) 4-bromo-1,1-diphenyl-1-butene (prepared as described in F. A. Ali et al., J. Med. Chem. 28: 653-660, 1985), 4.71 g (33.7 mmol) glycine ethyl ester hydrochloride (Aldrich, Milwaukee, Wis.), 11.62 g (84 mmol) potassium carbonate and 1.06 g (6.38 mmol) potassium iodide in 50 ml acetonitrile was refluxed with stirring under argon for seven hours. The reaction mixture was filtered, the solvent evaporated and the residue chromatographed on silica gel column with 20% eth... Reported procedure: Add 1-(3-dimethylaminopropyl)-3-ethylcarbodiimide hydrochloride (0.111 g; 1.5 equiv; 0.58 mmoles) to a solution of 2H-triazole-4-carboxylic acid (0.048 g; 1.1 equiv; 0.42 mmoles), 3-amino-1-[2-(2,3-dihydro-1H-inden-2-ylamino)-7,8-dihydropyrido[4,3-d]pyrimidin-6(5H)-yl]propan-1-one (0.13 g; 1.0 equiv; 0.39 mmoles), and N,N-dimethyl-4-pyridinamine, (0.0094 g; 0.2 equiv; 0.077 mmoles) in dichloromethane (1.28 mL). Stir the reaction at ambient temperature for 16 hours. Load the mixture directly onto... Solvent: ClCCl (dichloromethane). The reagents and catalysts are CN(C1=CC=NC=C1)C (N,N-dimethyl-4-pyridinamine). The reactants are Cl.CN(CCCN=C=NCC)C (1-(3-dimethylaminopropyl)-3-ethylcarbodiimide hydrochloride), N=1NN=C(C1)C(=O)O (2H-triazole-4-carboxylic acid), NCCC(=O)N1CC2=C(N=C(N=C2)NC2CC3=CC=CC=C3C2)CC1 (3-amino-1-[2-(2,3-dihydro-1H-inden-2-ylamino)-7,8-dihydropyrido[4,3-d]pyrimidin-6(5H)-yl]propan-1-one). Product: C1C(CC2=CC=CC=C12)NC=1N=CC2=C(N1)CCN(C2)C(CCNC(=O)C=2N=NNC2)=O (N-{3-[2-(2,3-dihydro-1H-inden-2-ylamino)-7,8-dihydropyrido[4,3-d]pyrimidin-6(5H)-yl]-3-oxopropyl}-1H-1,2,3-triazole-4-carboxamide). As a reaction SMILES: Cl.CN(C)CCCN=C=NCC.[N:13]1[NH:14][N:15]=[C:16]([C:18]([OH:20])=O)[CH:17]=1.[NH2:21][CH2:22][CH2:23][C:24]([N:26]1[CH2:45][CH2:44][C:29]2[N:30]=[C:31]([NH:34][CH:35]3[CH2:43][C:42]4[C:37](=[CH:38][CH:39]=[CH:40][CH:41]=4)[CH2:36]3)[N:32]=[CH:33][C:28]=2[CH2:27]1)=[O:25]>CN(C)C1C=CN=CC=1.ClCCl>[CH2:36]1[C:37]2[C:42](=[CH:41][CH:40]=[CH:39][CH:38]=2)[CH2:43][CH:35]1[NH:34][C:31]1[N:32]=[CH:33][C:28]2[CH2:27][N:26]([C:24](=[O:25])[CH2:23][CH2:22][NH:21][C:18]([C:16]3[N:15]=[N:14][NH:13][CH:17]=3)=[O:20])[CH2:45][CH2:44][C:29]=2[N:30]=1 |f:0.1|. Isolated yield 62.3%. Yields the product COc1ccc2nccc(CCN3CCC(CN)C3)c2n1. As a reaction SMILES: [C:27](=[O:28])([O-:29])[O-:30].[CH2:1]([N:3]([C:2](=[O:4])[O-:5])[CH2:7][CH:8]1[CH2:9][N:10]([CH2:13][CH2:14][c:15]2[cH:16][cH:17][n:18][c:19]3[cH:20][cH:21][c:22]([O:25][CH3:26])[n:23][c:24]23)[CH2:11][CH2:12]1)[CH3:6].[CH3:33][OH:34].[K+:31].[K+:32].[OH2:35]>>[NH2:3][CH2:7][CH:8]1[CH2:9][N:10]([CH2:13][CH2:14][c:15]2[cH:16][cH:17][n:18][c:19]3[cH:20][cH:21][c:22]([O:25][CH3:26])[n:23][c:24]23)[CH2:11][CH2:12]1. Starting materials: O=C([O-])[O-], CCN(CC1CCN(CCc2ccnc3ccc(OC)nc23)C1)C(=O)[O-], CO, [K+], [K+], O.